From a dataset of the Open Reaction Database (ORD), a public repository of structured organic reaction records. describe an organic reaction: reactants, conditions, products, and yield Reactants: CN(C)S(=O)(=O)n1ccnc1CC(Cc1nccn1S(=O)(=O)N(C)C)C(=O)N1CCC(COC(=O)c2ccccc2)CC1, [Na+], C1CCOC1, [OH-]. Product: CN(C)S(=O)(=O)n1ccnc1CC(Cc1nccn1S(=O)(=O)N(C)C)C(=O)N1CCC(CO)CC1. As a reaction SMILES: [C:1](=[O:2])([c:3]1[cH:4][cH:5][cH:6][cH:7][cH:8]1)[O:9][CH2:10][CH:11]1[CH2:12][CH2:13][N:14]([C:17]([CH:18]([CH2:19][c:20]2[n:21]([S:25](=[O:26])(=[O:27])[N:28]([CH3:29])[CH3:30])[cH:22][cH:23][n:24]2)[CH2:31][c:32]2[n:33]([S:37](=[O:38])(=[O:39])[N:40]([CH3:41])[CH3:42])[cH:34][cH:35][n:36]2)=[O:43])[CH2:15][CH2:16]1.[Na+:45].[O:46]1[CH2:47][CH2:48][CH2:49][CH2:50]1.[OH-:44]>>[OH:9][CH2:10][CH:11]1[CH2:12][CH2:13][N:14]([C:17]([CH:18]([CH2:19][c:20]2[n:21]([S:25](=[O:26])(=[O:27])[N:28]([CH3:29])[CH3:30])[cH:22][cH:23][n:24]2)[CH2:31][c:32]2[n:33]([S:37](=[O:38])(=[O:39])[N:40]([CH3:41])[CH3:42])[cH:34][cH:35][n:36]2)=[O:43])[CH2:15][CH2:16]1. The product is COC1=CC=C(C=C1)C1=NC([C@H](C1)C1=CC=NC=C1)(C)C (4-[(4R)-2-(p-methoxyphenyl)-5,5-dimethyl-1-pyrrolin-4-yl]-pyridine). As a reaction SMILES: [CH3:1][O:2][C:3]1[CH:8]=[CH:7][C:6]([C:9]2[CH2:13][CH:12]([C:14]3[CH:19]=[CH:18][N:17]=[CH:16][CH:15]=3)[C:11]([CH3:21])([CH3:20])[N:10]=2)=[CH:5][CH:4]=1.C(#N)C>C(OC(=O)C)C>[CH3:1][O:2][C:3]1[CH:4]=[CH:5][C:6]([C:9]2[CH2:13][C@H:12]([C:14]3[CH:19]=[CH:18][N:17]=[CH:16][CH:15]=3)[C:11]([CH3:21])([CH3:20])[N:10]=2)=[CH:7][CH:8]=1. The solvent is C(C)OC(C)=O (ethylacetate). Starting materials: COC1=CC=C(C=C1)C1=NC(C(C1)C1=CC=NC=C1)(C)C (racemic 4-[2-(p-methoxyphenyl)-5,5-dimethyl-1-pyrrolin-4-yl]-pyridine), C(C)#N (acetonitrile). Reported procedure: 148 G. of racemic 4-[2-(p-methoxyphenyl)-5,5-dimethyl-1-pyrrolin-4-yl]-pyridine were dissolved in 280 ml. acetonitrile and 450 ml. ethylacetate. 150 G. of (+)-camphersulfonic acid are added and the reaction mixture is heated on a steam bath until all reactants are in solution. The resulting solution is cooled on an ice bath until crystallization begins, then it is allowed to crystallize at room temperature for 2.5 hours. The crystals are filtered and washed with ethyl acetate. The crystals are t... The reactants are CC(C)(C)C(=O)CBr, COC(=O)C(CCC(=O)OC(C)(C)C)NC(=O)c1cc(O)n(-c2ccccc2)n1, CC(C)(C)[O-], [K+], CN(C)C=O. The product is COC(=O)C(CCC(=O)OC(C)(C)C)NC(=O)c1cc(OCC(=O)C(C)(C)C)n(-c2ccccc2)n1. As a reaction SMILES: [Br:36][CH2:37][C:38]([C:39]([CH3:40])([CH3:41])[CH3:42])=[O:43].[CH3:1][O:2][C:3]([CH:4]([CH2:5][CH2:6][C:7](=[O:8])[O:9][C:10]([CH3:11])([CH3:12])[CH3:13])[NH:14][C:15](=[O:16])[c:17]1[n:18][n:19](-[c:23]2[cH:24][cH:25][cH:26][cH:27][cH:28]2)[c:20]([OH:22])[cH:21]1)=[O:29].[CH3:30][C:31]([CH3:32])([O-:33])[CH3:34].[K+:35].[O:44]=[CH:45][N:46]([CH3:47])[CH3:48]>>[CH3:1][O:2][C:3]([CH:4]([CH2:5][CH2:6][C:7](=[O:8])[O:9][C:10]([CH3:11])([CH3:12])[CH3:13])[NH:14][C:15](=[O:16])[c:17]1[n:18][n:19](-[c:23]2[cH:24][cH:25][cH:26][cH:27][cH:28]2)[c:20]([O:22][CH2:37][C:38]([C:39]([CH3:40])([CH3:41])[CH3:42])=[O:43])[cH:21]1)=[O:29]. Solvent: O1CCOCC1 (dioxane). Product: CN1C(=C(C=2N(C3=C(NC(C21)=O)C=CC=C3)C(CN3CCN(CC3)C)=O)C)C (1,2,3-Trimethyl-4-[(4-methyl-1-piperazinyl)acetyl]-1,4,9,10-tetrahydropyrrolo[3,2-b][1,5]benzodiazepin-10-one). Procedure: 289 g of 4-chloroacetyl-1,2,3-trimethyl-1,4,9,10-tetrahydropyrrolo[3,2-b][1,5]benzodiazepin-10-one, 200 mg of N-methylpiperazine and 10 ml of dry dioxane are warmed at 70° to 80° C. for 2.5 hours. 10 ml of saturated aqueous sodium bicarbonate solution are added thereto, and the resulting mixture is extracted several times with ethyl acetate. The combined extracts are dried over sodium sulfate and concentrated in vacuo. The resulting oil is taken up in a little dioxane/acetonitrile and is brought... Reaction SMILES: Cl[CH2:2][C:3]([N:5]1[C:11]2[CH:12]=[CH:13][CH:14]=[CH:15][C:10]=2[NH:9][C:8](=[O:16])[C:7]2[N:17]([CH3:22])[C:18]([CH3:21])=[C:19]([CH3:20])[C:6]1=2)=[O:4].[CH3:23][N:24]1[CH2:29][CH2:28][NH:27][CH2:26][CH2:25]1.C(=O)(O)[O-].[Na+]>O1CCOCC1>[CH3:22][N:17]1[C:7]2[C:8](=[O:16])[NH:9][C:10]3[CH:15]=[CH:14][CH:13]=[CH:12][C:11]=3[N:5]([C:3](=[O:4])[CH2:2][N:27]3[CH2:28][CH2:29][N:24]([CH3:23])[CH2:25][CH2:26]3)[C:6]=2[C:19]([CH3:20])=[C:18]1[CH3:21] |f:2.3|. Starting materials: ClCC(=O)N1C2=C(C(NC3=C1C=CC=C3)=O)N(C(=C2C)C)C (4-chloroacetyl-1,2,3-trimethyl-1,4,9,10-tetrahydropyrrolo[3,2-b][1,5]benzodiazepin-10-one), CN1CCNCC1 (N-methylpiperazine), C([O-])(O)=O.[Na+] (sodium bicarbonate). The solvent is CN(C)C=O (DMF). Reported procedure: tert-Butyl 3-methyl-5-oxo-1-piperazinecarboxylate (1.1 g) was dissolved in DMF (20 ml) and treated with sodium hydride (0.25 g, in oil) with cooling on ice. After stirring at 50° C. for 1 hour, O-diphenylphosphinyl hydroxylamine (1.3 g) was added and the mixture was stirred at 50° C. for 15 hours. The reaction mixture was concentrated under reduced pressure, and the residue was combined with aqueous sodium bicarbonate and extracted with dichloromethane. The extract was dried and concentrated to ... Reaction conditions: temperature 50 celsius, time 1 hour. Reaction SMILES: [CH3:1][CH:2]1[NH:7][C:6](=[O:8])[CH2:5][N:4]([C:9]([O:11][C:12]([CH3:15])([CH3:14])[CH3:13])=[O:10])[CH2:3]1.[H-].[Na+].C1(P(C2C=CC=CC=2)(O[NH2:27])=O)C=CC=CC=1>CN(C=O)C>[NH2:27][N:7]1[C:6](=[O:8])[CH2:5][N:4]([C:9]([O:11][C:12]([CH3:14])([CH3:13])[CH3:15])=[O:10])[CH2:3][CH:2]1[CH3:1] |f:1.2|. Starting materials: [H-].[Na+] (sodium hydride), CC1CN(CC(N1)=O)C(=O)OC(C)(C)C (tert-Butyl 3-methyl-5-oxo-1-piperazinecarboxylate), C1(=CC=CC=C1)P(=O)(ON)C1=CC=CC=C1 (O-diphenylphosphinyl hydroxylamine). The product is NN1C(CN(CC1=O)C(=O)OC(C)(C)C)C (tert-butyl 4-amino-3-methyl-5-oxo-1-piperazinecarboxylate).